Dataset: the Open Reaction Database (ORD), a public repository of structured organic reaction records. Task: describe an organic reaction: reactants, conditions, products, and yield The reactants are [OH-].[Na+] (NaOH), COC1=CC=C(CCl)C=C1 (p-methoxybenzyl chloride), N1C(=S)NC(=O)CC1=O (thiobarbituric acid). The solvent is C(C)O (ethanol), C(C)O (ethanol). Reaction conditions: temperature 60 celsius. Yields the product COC1=CC=C(CSC2=NC(=CC(=N2)O)O)C=C1 (2-p-methoxy-benzylthio-4,6-dihydroxypyrimidine). Yield: 54.5%. RXN SMILES: [NH:1]1[C:8](=[O:9])[CH2:7][C:5](=[O:6])[NH:4][C:2]1=[S:3].[OH-].[Na+].[CH3:12][O:13][C:14]1[CH:21]=[CH:20][C:17]([CH2:18]Cl)=[CH:16][CH:15]=1>C(O)C>[CH3:12][O:13][C:14]1[CH:21]=[CH:20][C:17]([CH2:18][S:3][C:2]2[N:4]=[C:5]([OH:6])[CH:7]=[C:8]([OH:9])[N:1]=2)=[CH:16][CH:15]=1 |f:1.2|. Reported procedure: To a suspension of thiobarbituric acid (15 g) in 50% ethanol (180 ml) are added a solution of NaOH (5.1 g) in 50% ethanol (75 ml) and p-methoxybenzyl chloride (18.7 g). The mixture is heated under stirring for 60' at 60° C.; then it is cooled and the solid is filtered by suction, washed with water; then dried over CaCl2, yielding 15 g of 2-p-methoxy-benzylthio-4,6-dihydroxypyrimidine. Starting materials: BrC1=CC(=C(C(=C1)F)C(=O)N1CCN(CC1)C1=NC=C(C=C1)C1CC1)F ((4-bromo-2,6-difluorophenyl)[4-(5-cyclopropylpyridin-2-yl)piperazin-1-yl]methanone), C[C@H]1NC(OC1)=O ((R)-4-methyloxazolidin-2-one). Product: C1(CC1)C=1C=CC(=NC1)N1CCN(CC1)C(=O)C1=C(C=C(C=C1F)N1C(OC[C@H]1C)=O)F ((R)-3-{4-[4-(5-cyclopropylpyridin-2-yl)piperazine-1-carbonyl]-3,5-difluorophenyl}-4-methyloxazolidin-2-one). The yield is 58.1%. RXN SMILES: Br[C:2]1[CH:7]=[C:6]([F:8])[C:5]([C:9]([N:11]2[CH2:16][CH2:15][N:14]([C:17]3[CH:22]=[CH:21][C:20]([CH:23]4[CH2:25][CH2:24]4)=[CH:19][N:18]=3)[CH2:13][CH2:12]2)=[O:10])=[C:4]([F:26])[CH:3]=1.[CH3:27][C@@H:28]1[CH2:32][O:31][C:30](=[O:33])[NH:29]1>>[CH:23]1([C:20]2[CH:21]=[CH:22][C:17]([N:14]3[CH2:15][CH2:16][N:11]([C:9]([C:5]4[C:6]([F:8])=[CH:7][C:2]([N:29]5[C@H:28]([CH3:27])[CH2:32][O:31][C:30]5=[O:33])=[CH:3][C:4]=4[F:26])=[O:10])[CH2:12][CH2:13]3)=[N:18][CH:19]=2)[CH2:25][CH2:24]1. Reported procedure: By reaction and treatment in the same manner as in Example 110 and using (4-bromo-2,6-difluorophenyl)[4-(5-cyclopropylpyridin-2-yl)piperazin-1-yl]methanone (422 mg) described in Preparation Example 189 and (R)-4-methyloxazolidin-2-one (134 mg) described in Preparation Example 25, the title compound (257 mg) was obtained.